Dataset: the Open Reaction Database (ORD), a public repository of structured organic reaction records. Task: describe an organic reaction: reactants, conditions, products, and yield The reactants are C(C)(C)(C)OC(=O)N1CCC(CC1)=O (4-oxo-piperidine-1-carboxylic acid tert-butyl ester), crude product, BrC1C(CCC(C1)C(C)C)=O (2-bromo-4-isopropyl-cyclohexanone). The product is C(C)(C)(C)OC(=O)N1CC(C(CC1)=O)Br (3-bromo-4-oxo-piperidine-1-carboxylic acid tert-butyl ester). As a reaction SMILES: [C:1]([O:5][C:6]([N:8]1[CH2:13][CH2:12][C:11](=[O:14])[CH2:10][CH2:9]1)=[O:7])([CH3:4])([CH3:3])[CH3:2].[Br:15]C1CC(C(C)C)CCC1=O>>[C:1]([O:5][C:6]([N:8]1[CH2:9][CH2:10][C:11](=[O:14])[CH:12]([Br:15])[CH2:13]1)=[O:7])([CH3:4])([CH3:2])[CH3:3]. Reported procedure: The bromination of 4-oxo-piperidine-1-carboxylic acid tert-butyl ester takes place in a manner similar to that described above for the preparation of 2-bromo-4-isopropyl-cyclohexanone. The title compound is reacted as a crude product without further characterization.